Dataset: the Open Reaction Database (ORD), a public repository of structured organic reaction records. Task: describe an organic reaction: reactants, conditions, products, and yield Reactants: CCOC(=O)CC(CC(=O)O)c1cnc(-c2ccc(Cl)cc2)s1, O=C(Cl)C(=O)Cl, ClCCl, CN(C)C=O. The product is CCOC(=O)CC(CC(=O)Cl)c1cnc(-c2ccc(Cl)cc2)s1. Reaction SMILES: [Cl:1][c:2]1[cH:3][cH:4][c:5](-[c:8]2[s:9][c:10]([CH:13]([CH2:14][C:15](=[O:16])[OH:17])[CH2:18][C:19](=[O:20])[O:21][CH2:22][CH3:23])[cH:11][n:12]2)[cH:6][cH:7]1.[Cl:24][C:25]([C:26]([Cl:27])=[O:28])=[O:29].[Cl:35][CH2:36][Cl:37].[O:30]=[CH:31][N:32]([CH3:33])[CH3:34]>>[Cl:1][c:2]1[cH:3][cH:4][c:5](-[c:8]2[s:9][c:10]([CH:13]([CH2:14][C:15](=[O:16])[Cl:24])[CH2:18][C:19](=[O:20])[O:21][CH2:22][CH3:23])[cH:11][n:12]2)[cH:6][cH:7]1. Starting materials: COc1ccc(Br)c(NCc2ccc(OCCN3CCCCC3)c(F)c2)c1, CC(=O)OC(C)=O, [Na+], [OH-], c1ccncc1. Yields the product COc1ccc(Br)c(N(Cc2ccc(OCCN3CCCCC3)c(F)c2)C(C)=O)c1. Reaction SMILES: [Br:1][c:2]1[c:3]([NH:10][CH2:11][c:12]2[cH:13][c:14]([F:27])[c:15]([O:18][CH2:19][CH2:20][N:21]3[CH2:22][CH2:23][CH2:24][CH2:25][CH2:26]3)[cH:16][cH:17]2)[cH:4][c:5]([O:8][CH3:9])[cH:6][cH:7]1.[CH3:34][C:35](=[O:36])[O:37][C:38](=[O:39])[CH3:40].[Na+:42].[OH-:41].[cH:28]1[cH:29][cH:30][n:31][cH:32][cH:33]1>>[Br:1][c:2]1[c:3]([N:10]([CH2:11][c:12]2[cH:13][c:14]([F:27])[c:15]([O:18][CH2:19][CH2:20][N:21]3[CH2:22][CH2:23][CH2:24][CH2:25][CH2:26]3)[cH:16][cH:17]2)[C:35]([CH3:34])=[O:36])[cH:4][c:5]([O:8][CH3:9])[cH:6][cH:7]1. The reactants are [Li]CCCC, COP(C)(=O)OC, CCCCCC, CC(=O)O, CCOC(=O)COc1ccccc1, C1CCOC1. Yields the product COP(=O)(CC(=O)COc1ccccc1)OC. Reaction SMILES: [CH2:13]([Li:14])[CH2:15][CH2:16][CH3:17].[CH3:1][P:2]([O:3][CH3:4])([O:5][CH3:6])=[O:7].[CH3:31][CH2:32][CH2:33][CH2:34][CH2:35][CH3:36].[CH3:37][C:38](=[O:39])[OH:40].[O:18]([c:19]1[cH:20][cH:21][cH:22][cH:23][cH:24]1)[CH2:25][C:26](=[O:27])[O:28][CH2:29][CH3:30].[O:8]1[CH2:9][CH2:10][CH2:11][CH2:12]1>>[CH2:1]([P:2]([O:3][CH3:4])([O:5][CH3:6])=[O:7])[C:26]([CH2:25][O:18][c:19]1[cH:20][cH:21][cH:22][cH:23][cH:24]1)=[O:27]. The reactants are CCc1ccc(C(=O)c2ccccc2C(=O)O)cc1, CC(=O)O, Cl, [Sn]. Yields the product CCc1ccc(Cc2ccccc2C(=O)O)cc1. RXN SMILES: [CH2:2]([CH3:3])[c:4]1[cH:5][cH:6][c:7]([C:8](=[O:9])[c:10]2[c:11]([C:12](=[O:13])[OH:14])[cH:15][cH:16][cH:17][cH:18]2)[cH:19][cH:20]1.[CH3:22][C:23](=[O:24])[OH:25].[ClH:21].[Sn:1]>>[CH2:2]([CH3:3])[c:4]1[cH:5][cH:6][c:7]([CH2:8][c:10]2[c:11]([C:12](=[O:13])[OH:14])[cH:15][cH:16][cH:17][cH:18]2)[cH:19][cH:20]1.